Dataset: the Open Reaction Database (ORD), a public repository of structured organic reaction records. Task: describe an organic reaction: reactants, conditions, products, and yield The reactants are CN(N=CC(C)=C)C (Methacrolein dimethylhydrazone), C1(=CC=CC=C1)C=1C(NC2=C(C=CC(=C2C1)OC)OC)=O (3-phenyl-5,8-dimethoxy-2-(1H)-quinolinone). Solvent: C(Cl)(Cl)Cl (chloroform). Reaction conditions: time 3 hour. The product is CC=1C=C2C(C=3C=C(C(NC3C(C2=NC1)=O)=O)C1=CC=CC=C1)=O (6-methyl-3-phenyl-1H-1,8-diazaanthracen-2,9,10-trione). The yield is 53.4%. Reaction SMILES: CN(C)[N:3]=[CH:4][C:5](=[CH2:7])[CH3:6].[C:9]1([C:15]2[C:16](=[O:29])[NH:17][C:18]3[C:23]([CH:24]=2)=[C:22]([O:25]C)[CH:21]=[CH:20][C:19]=3[O:27]C)[CH:14]=[CH:13][CH:12]=[CH:11][CH:10]=1>C(Cl)(Cl)Cl>[CH3:6][C:5]1[CH:7]=[C:21]2[C:20](=[N:3][CH:4]=1)[C:19](=[O:27])[C:18]1[NH:17][C:16](=[O:29])[C:15]([C:9]3[CH:10]=[CH:11][CH:12]=[CH:13][CH:14]=3)=[CH:24][C:23]=1[C:22]2=[O:25]. Procedure: Methacrolein dimethylhydrazone (90 mg, 0.75 mmol) in one portion was added to a solution of 3-phenyl-5,8-dimethoxy-2-(1H)-quinolinone (190 mg, 0.71 mmol) in chloroform (50 ml.) The solution was agitated at room temperature for 3 hours and was evaporated. The residue was chromatographed over silica gel, eluting with ethyl acetate to give 120 mg (50%) of 6-methyl-3-phenyl-1H-1,8-diazaanthracen-2,9,10-trione (I-j). m.p. 275° C. Run in ClCCl (dichloromethane). Starting materials: O (water), [OH-].[K+] (potassium hydroxide), BrC1=C(SC=C1)C(=NO)C1=CC=C(C=C1)OC ((3-bromothiophen-2-yl)-(4-methoxyphenyl)-methanone oxime), COCCO (2-methoxyethanol), O (water). Yields the product COC1=CC=C(C=C1)C1=NOC2=C1SC=C2 (3-(4-methoxyphenyl)thieno[2,3-d]isoxazole). Run at temperature 60 celsius. Procedure details: Add to a solution of water (20 mL) and potassium hydroxide (7.2 g, 0.128 mol), (3-bromothiophen-2-yl)-(4-methoxyphenyl)-methanone oxime (19.6 g, 0.0628 mol) and 2-methoxyethanol (200 mL). Stir the solution and then treat under nitrogen with copper powder (1.0 g, 0.0157 g-atom 0.25 equiv.). Heat the stirred mixture to 60° C. for four hours, and then pour into a mixture of water (800 mL) and dichloromethane (450 mL). Add hydrochloric acid (10 mL, 6N), filter the mixture, and wash the copper with d... As a reaction SMILES: O.[OH-].[K+].Br[C:5]1[CH:9]=[CH:8][S:7][C:6]=1[C:10]([C:13]1[CH:18]=[CH:17][C:16]([O:19][CH3:20])=[CH:15][CH:14]=1)=[N:11][OH:12].COCCO>[Cu].ClCCl>[CH3:20][O:19][C:16]1[CH:17]=[CH:18][C:13]([C:10]2[C:6]3[S:7][CH:8]=[CH:9][C:5]=3[O:12][N:11]=2)=[CH:14][CH:15]=1 |f:1.2|. Reagents/catalysts: [Cu] (copper). Yield: 64.0%. The reactants are Cc1ccccc1, COC(=O)c1ccc(Sc2ccc(OC)cc2)c(Nc2ncnc3nc(C)ccc23)c1, Cc1ccccc1N. The product is COc1ccc(Sc2ccc(C(=O)Nc3ccccc3C)cc2Nc2ncnc3nc(C)ccc23)cc1. As a reaction SMILES: [CH3:40][c:41]1[cH:42][cH:43][cH:44][cH:45][cH:46]1.[CH3:9][O:10][C:11]([c:12]1[cH:13][c:14]([NH:27][c:28]2[c:29]3[c:30]([n:31][cH:32][n:33]2)[n:34][c:35]([CH3:38])[cH:36][cH:37]3)[c:15]([S:18][c:19]2[cH:20][cH:21][c:22]([O:25][CH3:26])[cH:23][cH:24]2)[cH:16][cH:17]1)=[O:39].[NH2:1][c:2]1[c:3]([CH3:8])[cH:4][cH:5][cH:6][cH:7]1>>[NH:1]([c:2]1[c:3]([CH3:8])[cH:4][cH:5][cH:6][cH:7]1)[C:11](=[O:10])[c:12]1[cH:13][c:14]([NH:27][c:28]2[c:29]3[c:30]([n:31][cH:32][n:33]2)[n:34][c:35]([CH3:38])[cH:36][cH:37]3)[c:15]([S:18][c:19]2[cH:20][cH:21][c:22]([O:25][CH3:26])[cH:23][cH:24]2)[cH:16][cH:17]1. Reaction conditions: temperature 108 celsius. RXN SMILES: [Cl:1][C:2]1[CH:3]=[C:4]([NH2:10])[C:5]([NH2:9])=[CH:6][C:7]=1[CH3:8].[F:11][C:12]([F:19])([F:18])[CH:13]([OH:17])[C:14](O)=O.Cl.C(=O)(O)[O-].[Na+]>O.C(OCC)(=O)C>[Cl:1][C:2]1[C:7]([CH3:8])=[CH:6][C:5]2[NH:9][C:14]([CH:13]([OH:17])[C:12]([F:19])([F:18])[F:11])=[N:10][C:4]=2[CH:3]=1 |f:3.4|. Procedure details: 4-Chloro-5-methyl-benzene-1,2-diamine (5.06 g; 32.3 mmoles) and 3,3,3-trifluoro-2-hydroxy-propionic acid (7.11 g; 49.4 mmoles) were suspended in 6N HCl (12 mL; 72 mmoles) under a nitrogen atmosphere. The reaction was stirred vigorously and heated to 108° C. for 18 hrs, then cooled to room temperature. The reaction was diluted with water (100 mL) and with ethyl acetate (100 mL), then sodium bicarbonate (9.12 g; 109 mmoles) was added slowly and in portions to quench the reaction. The aqueous layer... Product: ClC1=CC2=C(NC(=N2)C(C(F)(F)F)O)C=C1C (1-(5-Chloro-6-methyl-1H-benzoimidazol-2-yl-)2,2,2-trifluoro-ethanol). The solvent is O (water), C(C)(=O)OCC (ethyl acetate). The reactants are ClC=1C=C(C(=CC1C)N)N (4-Chloro-5-methyl-benzene-1,2-diamine), C([O-])(O)=O.[Na+] (sodium bicarbonate), FC(C(C(=O)O)O)(F)F (3,3,3-trifluoro-2-hydroxy-propionic acid), Cl (HCl). Starting materials: CCCCCCCCBr, O=C([O-])[O-], Clc1nsnc1-c1cccnc1, [K+], [K+], [Na], CN(C)C=O, O, S. The product is CCCCCCCCSc1nsnc1-c1cccnc1. Reaction SMILES: [Br:21][CH2:22][CH2:23][CH2:24][CH2:25][CH2:26][CH2:27][CH2:28][CH3:29].[C:15](=[O:16])([O-:17])[O-:18].[Cl:3][c:4]1[c:5](-[c:9]2[cH:10][n:11][cH:12][cH:13][cH:14]2)[n:6][s:7][n:8]1.[K+:19].[K+:20].[Na:2].[O:30]=[CH:31][N:32]([CH3:33])[CH3:34].[OH2:35].[SH2:1]>>[S:1]([c:4]1[c:5](-[c:9]2[cH:10][n:11][cH:12][cH:13][cH:14]2)[n:6][s:7][n:8]1)[CH2:22][CH2:23][CH2:24][CH2:25][CH2:26][CH2:27][CH2:28][CH3:29]. Starting materials: O=C1CCN(CC1)C(=O)OC(C)(C)C (tert-butyl 4-oxo-1-piperidine carboxylate), Br.BrC=1C=C(CN)C=CC1 (3-bromobenzylamine hydrobromide), C(C)(=O)O (acetic acid), [BH3-]C#N.[Na+] (NaCNBH3). Run in CO (methanol), CO (methanol), CO (methanol), CO (methanol), O (water). Reaction conditions: time 24 hour. Product: BrC=1C=C(C=CC1)CNC1CCN(CC1)C(=O)OC(C)(C)C (tert-butyl 4-((3-bromophenyl)methyl)amino-piperidine carboxylate). As a reaction SMILES: O=[C:2]1[CH2:7][CH2:6][N:5]([C:8]([O:10][C:11]([CH3:14])([CH3:13])[CH3:12])=[O:9])[CH2:4][CH2:3]1.Br.[Br:16][C:17]1[CH:18]=[C:19]([CH:22]=[CH:23][CH:24]=1)[CH2:20][NH2:21].C(O)(=O)C.[BH3-]C#N.[Na+]>CO.O>[Br:16][C:17]1[CH:18]=[C:19]([CH2:20][NH:21][CH:2]2[CH2:7][CH2:6][N:5]([C:8]([O:10][C:11]([CH3:14])([CH3:13])[CH3:12])=[O:9])[CH2:4][CH2:3]2)[CH:22]=[CH:23][CH:24]=1 |f:1.2,4.5|. Reported procedure: To a solution of commercially available tert-butyl 4-oxo-1-piperidine carboxylate (400 mg, 2 mmol) in methanol (1 ml) and 3-bromobenzylamine hydrobromide (222 mg, 1 mmol) in methanol (1 ml) was added acetic acid in methanol (1 M, 1.34 ml) followed by NaCNBH3 in methanol (0.3 M, 4.4 ml). The resulting solution was stirred at room temperature. After 24 h, water (2 ml) was added, and the mixture was stirred for 1 h, before it was concentrated. The resulting oil was redissolved in diethyl ether (20 ...